From a dataset of the Open Reaction Database (ORD), a public repository of structured organic reaction records. describe an organic reaction: reactants, conditions, products, and yield Starting materials: ClC1=C(C=CC(=C1)[N+](=O)[O-])S(=O)(=O)[O-].[Na+] (sodium 2-chloro-4-nitrobenzenesulfonate), C1(=CC=CC=C1)O (phenol), ( A ). The solvent is O (water). Product: O(C1=CC=CC=C1)C1=C(C=CC(=C1)[N+](=O)[O-])S(=O)(=O)[O-].[Na+] (sodium 2-phenoxy-4-nitrobenzenesulfonate). RXN SMILES: Cl[C:2]1[CH:7]=[C:6]([N+:8]([O-:10])=[O:9])[CH:5]=[CH:4][C:3]=1[S:11]([O-:14])(=[O:13])=[O:12].[Na+:15].[C:16]1([OH:22])[CH:21]=[CH:20][CH:19]=[CH:18][CH:17]=1>O>[O:22]([C:2]1[CH:7]=[C:6]([N+:8]([O-:10])=[O:9])[CH:5]=[CH:4][C:3]=1[S:11]([O-:14])(=[O:13])=[O:12])[C:16]1[CH:21]=[CH:20][CH:19]=[CH:18][CH:17]=1.[Na+:15] |f:0.1,4.5|. Procedure: The synthesis of (A) was carried out as follows. First, sodium 2-chloro-4-nitrobenzenesulfonate and phenol were reacted in water in the presence of a base, to obtain sodium 2-phenoxy-4-nitrobenzenesulfonate. This was reacted with POCl3 /DMAC to produce the sulfonyl chloride form, and then the sulfonyl chloride was reacted with the ethyl ester of glycine, to obtain the carboxylic acid ethyl form of (A). Then it was hydrolyzed followed by reaction with SOCl2 in benzene, and then the benzene was di... Reactants: COC(=O)CC(C(=O)N1C(SC[C@H]1C(=O)O)C1=C(C=CC=C1)O)C ((4R)-3-[3-(Methoxycarbonyl)-2-methylpropanoyl]-2-(2-hydroxyphenyl)-4-thiazolidinecarboxylic acid), COC(=O)CC(C(=O)N1C(SC[C@H]1C(=O)O)C1=C(C=CC=C1)O)C ((4R)-3-[3-(Methoxycarbonyl)-2-methylpropanoyl]-2-(2-hydroxyphenyl)-4-thiazolidinecarboxylic acid), Cl (hydrochloric acid). Solvent: [OH-].[Na+] (sodium hydroxide). Conditions: time 1 hour. The product is C(=O)(O)CC(C(=O)N1C(SC[C@H]1C(=O)O)C1=C(C=CC=C1)O)C ((4R)-3-(3-Carboxy-2-methylpropanoyl)-2-(2-hydroxyphenyl)-4-thiazolidinecarboxylic acid). Yield: 74.8%. Reaction SMILES: C[O:2][C:3]([CH2:5][CH:6]([CH3:24])[C:7]([N:9]1[C@H:13]([C:14]([OH:16])=[O:15])[CH2:12][S:11][CH:10]1[C:17]1[CH:22]=[CH:21][CH:20]=[CH:19][C:18]=1[OH:23])=[O:8])=[O:4].Cl>[OH-].[Na+]>[C:3]([CH2:5][CH:6]([CH3:24])[C:7]([N:9]1[C@H:13]([C:14]([OH:16])=[O:15])[CH2:12][S:11][CH:10]1[C:17]1[CH:22]=[CH:21][CH:20]=[CH:19][C:18]=1[OH:23])=[O:8])([OH:4])=[O:2] |f:2.3|. Procedure: (4R)-3-[3-(Methoxycarbonyl)-2-methylpropanoyl]-2-(2-hydroxyphenyl)-4-thiazolidinecarboxylic acid (compound 4) (7.1 g) was dissolved in 2N sodium hydroxide (40 ml) and stirred for 1 hour at room temperature. The resulting solution was acidified with dilute hydrochloric acid and the separated crystals were filtered to give 5.1 g (75%) of the titled compound: mp 163°-164° C. (dec.) (ethyl acetate); [α]D25 +174.1° (c=1.0, methanol). IR (nujol, cm-1): 3330 (OH), 1730 and 1710 (COOH), 1629 (CON), 1280... The reactants are COC(=O)CCc1ccc(OCc2cccc(-c3c(C)cc(OC4CCCCO4)cc3C)c2)cc1, CO, O, Cc1ccc(S(=O)(=O)O)cc1. Yields the product COC(=O)CCc1ccc(OCc2cccc(-c3c(C)cc(O)cc3C)c2)cc1. As a reaction SMILES: [CH3:1][c:2]1[c:3](-[c:16]2[cH:17][c:18]([CH2:22][O:23][c:24]3[cH:25][cH:26][c:27]([CH2:30][CH2:31][C:32](=[O:33])[O:34][CH3:35])[cH:28][cH:29]3)[cH:19][cH:20][cH:21]2)[c:4]([CH3:15])[cH:5][c:6]([O:8][CH:9]2[CH2:10][CH2:11][CH2:12][CH2:13][O:14]2)[cH:7]1.[CH3:48][OH:49].[OH2:36].[c:37]1([CH3:38])[cH:39][cH:40][c:41]([S:42]([OH:43])(=[O:44])=[O:45])[cH:46][cH:47]1>>[CH3:1][c:2]1[c:3](-[c:16]2[cH:17][c:18]([CH2:22][O:23][c:24]3[cH:25][cH:26][c:27]([CH2:30][CH2:31][C:32](=[O:33])[O:34][CH3:35])[cH:28][cH:29]3)[cH:19][cH:20][cH:21]2)[c:4]([CH3:15])[cH:5][c:6]([OH:8])[cH:7]1. The reactants are [Si](C)(C)(C(C)(C)C)O[C@H]1C[C@@H](CC2=CC[C@H]3[C@@H]4CCC[C@@]4(C)CC[C@@H]3[C@@]12C)O[Si](C)(C)C(C)(C)C (1α,3β-bis(tert-butyldimethylsilyloxy)androst-5-ene), O1CCCC1 (tetrahydrofuran), O1CCCC1 (tetrahydrofuran), CC(C)([O-])C.[K+] (potassium t-butoxide). The reagents and catalysts are [Br-].C[P+](C1=CC=CC=C1)(C1=CC=CC=C1)C1=CC=CC=C1 (methyltriphenylphosphonium bromide). Solvent: CCCCCC (hexane), CO (methanol), O (water), CCCCCC (hexane), CC(=O)C (acetone). Run at temperature 60 celsius, time 2 hour. Product: [Si](C)(C)(C(C)(C)C)O[C@H]1C[C@@H](CC2=CC[C@H]3[C@@H]4CCC([C@@]4(C)CC[C@@H]3[C@@]12C)=C)O[Si](C)(C)C(C)(C)C (1α,3β-bis(tert-butyldimethylsilyloxy)-17-methyleneandrost-5-ene). RXN SMILES: O1CCC[CH2:2]1.CC(C)([O-])C.[K+].[Si:12]([O:19][C@@H:20]1[C@@:37]2([CH3:38])[C:24](=[CH:25][CH2:26][C@@H:27]3[C@@H:36]2[CH2:35][CH2:34][C@@:32]2([CH3:33])[C@H:28]3[CH2:29][CH2:30][CH2:31]2)[CH2:23][C@@H:22]([O:39][Si:40]([C:43]([CH3:46])([CH3:45])[CH3:44])([CH3:42])[CH3:41])[CH2:21]1)([C:15]([CH3:18])([CH3:17])[CH3:16])([CH3:14])[CH3:13]>[Br-].C[P+](C1C=CC=CC=1)(C1C=CC=CC=1)C1C=CC=CC=1.CC(C)=O.CO.CCCCCC.O>[Si:12]([O:19][C@@H:20]1[C@@:37]2([CH3:38])[C:24](=[CH:25][CH2:26][C@@H:27]3[C@@H:36]2[CH2:35][CH2:34][C@@:32]2([CH3:33])[C@H:28]3[CH2:29][CH2:30][C:31]2=[CH2:2])[CH2:23][C@@H:22]([O:39][Si:40]([C:43]([CH3:46])([CH3:45])[CH3:44])([CH3:41])[CH3:42])[CH2:21]1)([C:15]([CH3:18])([CH3:17])[CH3:16])([CH3:14])[CH3:13] |f:1.2,4.5|. Procedure: A mixture of tetrahydrofuran (70 ml), methyltriphenylphosphonium bromide (50 g) and potassium t-butoxide (13.9 g) were stirred at 60° C. for 2 hours, while under suspension. To this suspension, was added 1α,3β-bis(tert-butyldimethylsilyloxy)androst-5-ene (18.7 g) and tetrahydrofuran (60 ml), followed by reaction for 2 hours under reflux. Under cooling with ice, the reaction mixture was slowly added to a cooled mixture of hexane (200 ml) and water (100 ml) to stop the reaction. The organic layer ... Starting materials: C(#N)C1=CC=C(OCCCCOC2=C(C=C(C(=O)N(C(C)C)C(C)C)C=C2)OC)C=C1 (4-[4-(4-cyanophenoxy)butoxy]-3-methoxy-N,N-bis(1-methylethyl)benzamide), [OH-].[Na+] (sodium hydroxide), Cl.NO (hydroxylamine hydrochloride). Solvent: O (water), C(C)O (ethanol). Yields the product NC(C1=CC=C(OCCCCOC2=C(C=C(C(=O)N(C(C)C)C(C)C)C=C2)OC)C=C1)=NO (4- [4-[4-[amino(hydroxyimino)methyl]phenoxy]butoxy]-3-methoxy-N,N-bis(1-methylethyl)benzamide). Reaction SMILES: [C:1]([C:3]1[CH:31]=[CH:30][C:6]([O:7][CH2:8][CH2:9][CH2:10][CH2:11][O:12][C:13]2[CH:27]=[CH:26][C:16]([C:17]([N:19]([CH:23]([CH3:25])[CH3:24])[CH:20]([CH3:22])[CH3:21])=[O:18])=[CH:15][C:14]=2[O:28][CH3:29])=[CH:5][CH:4]=1)#[N:2].[OH-:32].[Na+].Cl.[NH2:35]O>O.C(O)C>[NH2:2][C:1](=[N:35][OH:32])[C:3]1[CH:4]=[CH:5][C:6]([O:7][CH2:8][CH2:9][CH2:10][CH2:11][O:12][C:13]2[CH:27]=[CH:26][C:16]([C:17]([N:19]([CH:23]([CH3:24])[CH3:25])[CH:20]([CH3:21])[CH3:22])=[O:18])=[CH:15][C:14]=2[O:28][CH3:29])=[CH:30][CH:31]=1 |f:1.2,3.4|. Procedure details: A stirred solution of 4-[4-(4-cyanophenoxy)butoxy]-3-methoxy-N,N-bis(1-methylethyl)benzamide (500 mg, 1.18 mmol) in 2 mL of water and 8 mL of ethanol is treated with sodium hydroxide (57.7 mg, 1.34 mmol) and hydroxylamine hydrochloride (90 mg, 1.29 mmol). After refluxing overnight, the reaction is partitioned between dichloromethane and brine. The organic phase is dried over magnesium sulfate, and concentrated in vacuo. The resulting material is purified by chromatography on silica gel (15 g) wi... Starting materials: ClC=1C=C2C(C(=O)NC2=O)=CC1S(N)(=O)=O (4-chloro-5-sulfamoylphthalimide), hydrated 4-chloro-5-(sulfamoyl)-1,2-benzenedicarboxamide, N (ammonia), N (ammonia). Yields the product ClC=1C=C(C(=CC1S(N)(=O)=O)C(=O)N)C(=O)N (4-Chloro-5-(sulfamoyl)-1,2-benzenedicaboxamide). Reaction SMILES: [Cl:1][C:2]1[CH:3]=[C:4]2[C:9](=[O:10])[NH:8][C:6](=[O:7])[C:5]2=[CH:11][C:12]=1[S:13](=[O:16])(=[O:15])[NH2:14].[NH3:17]>>[Cl:1][C:2]1[CH:3]=[C:4]([C:9]([NH2:8])=[O:10])[C:5]([C:6]([NH2:17])=[O:7])=[CH:11][C:12]=1[S:13](=[O:16])(=[O:15])[NH2:14]. Procedure: A solution of 4-chloro-5-sulfamoylphthalimide (21.3 g., 0.076 mole) and 250 ml. of liquid ammonia was stirred at room temperature while permitting ammonia to evaporate. Water was added to residual material, the pH adjusted to 7 with hydrochloric acid and precipitated material collected to provide 14.5 g. (63%) of hydrated 4-chloro-5-(sulfamoyl)-1,2-benzenedicarboxamide, m.p. 270°-275° C. The reactants are BrC\C=C\C=C\C#CCC#CCCCCC ((E,E)-1-bromo-2,4-pentadecadien-6,9-diyne), S1CCCC1 (tetrahydrothiophene), CO (methanol). Run at time 7.5 minute. Yields the product [Br-].C(\C=C\C=C\C#CCC#CCCCCC)[S+]1CCCC1 ((E,E)-2,4-pentadecadien-6,9-diyn-1-yl tetrahydrothiophenium bromide). Reaction SMILES: [Br:1][CH2:2]/[CH:3]=[CH:4]/[CH:5]=[CH:6]/[C:7]#[C:8][CH2:9][C:10]#[C:11][CH2:12][CH2:13][CH2:14][CH2:15][CH3:16].CO.[S:19]1[CH2:23][CH2:22][CH2:21][CH2:20]1>>[Br-:1].[CH2:2]([S+:19]1[CH2:23][CH2:22][CH2:21][CH2:20]1)/[CH:3]=[CH:4]/[CH:5]=[CH:6]/[C:7]#[C:8][CH2:9][C:10]#[C:11][CH2:12][CH2:13][CH2:14][CH2:15][CH3:16] |f:3.4|. Reported procedure: The (E,E)-1-bromo-2,4-pentadecadien-6,9-diyne (13.8 g) was dissolved in tetrahydrothiophene (14 mL) and then treated with an aqueous methanol solution (30 mL, 9:1). The two phase system was stirred at room temperature for 40 min (clear, one phase after 5-10 min) and then concentrated, 40° at 20 mmHg and room temperature at 0.5 mm for 10 min, to give the (E,E)-2,4-pentadecadien-6,9-diyn-1-yl tetrahydrothiophenium bromide as a semi-solid (24.2 g).